From a dataset of the Open Reaction Database (ORD), a public repository of structured organic reaction records. describe an organic reaction: reactants, conditions, products, and yield Reactants: [Al+3], CCOC(=O)c1ccc(-c2ccc(-c3cc(Oc4ccc(S(C)(=O)=O)cc4)cc(OC(C)COC)c3)[nH]2)nc1, [H-], [H-], [H-], [H-], [Li+], [Na+], C1CCOC1, [OH-], O. Product: COCC(C)Oc1cc(Oc2ccc(S(C)(=O)=O)cc2)cc(-c2ccc(-c3ccc(CO)cn3)[nH]2)c1. As a reaction SMILES: [Al+3:2].[CH3:7][O:8][CH2:9][CH:10]([O:11][c:12]1[cH:13][c:14](-[c:29]2[cH:30][cH:31][c:32](-[c:34]3[n:35][cH:36][c:37]([C:38](=[O:39])[O:40][CH2:41][CH3:42])[cH:43][cH:44]3)[nH:33]2)[cH:15][c:16]([O:18][c:19]2[cH:20][cH:21][c:22]([S:25](=[O:26])(=[O:27])[CH3:28])[cH:23][cH:24]2)[cH:17]1)[CH3:45].[H-:1].[H-:4].[H-:5].[H-:6].[Li+:3].[Na+:48].[O:49]1[CH2:50][CH2:51][CH2:52][CH2:53]1.[OH-:47].[OH2:46]>>[CH3:7][O:8][CH2:9][CH:10]([O:11][c:12]1[cH:13][c:14](-[c:29]2[cH:30][cH:31][c:32](-[c:34]3[n:35][cH:36][c:37]([CH2:38][OH:39])[cH:43][cH:44]3)[nH:33]2)[cH:15][c:16]([O:18][c:19]2[cH:20][cH:21][c:22]([S:25](=[O:26])(=[O:27])[CH3:28])[cH:23][cH:24]2)[cH:17]1)[CH3:45]. Starting materials: OC1CC2CC(Cc3ccccn3)C1C2, CC(C)(C)[O-], CCCCOc1nsnc1Cl, [K+], C1CCOC1. The product is CCCCOc1nsnc1OC1CC2CC(Cc3ccccn3)C1C2. RXN SMILES: [CH2:7]([c:8]1[n:9][cH:10][cH:11][cH:12][cH:13]1)[CH:14]1[CH:15]2[CH:16]([OH:21])[CH2:17][CH:18]([CH2:19]1)[CH2:20]2.[CH3:1][C:2]([CH3:3])([O-:4])[CH3:5].[Cl:22][c:23]1[n:24][s:25][n:26][c:27]1[O:28][CH2:29][CH2:30][CH2:31][CH3:32].[K+:6].[O:33]1[CH2:34][CH2:35][CH2:36][CH2:37]1>>[CH2:7]([c:8]1[n:9][cH:10][cH:11][cH:12][cH:13]1)[CH:14]1[CH:15]2[CH:16]([O:21][c:23]3[n:24][s:25][n:26][c:27]3[O:28][CH2:29][CH2:30][CH2:31][CH3:32])[CH2:17][CH:18]([CH2:19]1)[CH2:20]2. Reactants: CC(C)=O, O=C(O)c1cc(Cl)nc2ccccc12, O=C(Cl)c1cc(Cl)nc2ccccc12, [N-]=[N+]=[N-], [Na+], C1COCCO1, O. The product is [N-]=[N+]=NC(=O)c1cc(Cl)nc2ccccc12. Reaction SMILES: [CH3:33][C:34](=[O:35])[CH3:36].[Cl:15][c:16]1[cH:17][c:18]([C:19]([OH:20])=[O:21])[c:22]2[c:23]([cH:24][cH:25][cH:26][cH:27]2)[n:28]1.[Cl:1][c:2]1[n:3][c:4]2[cH:5][cH:6][cH:7][cH:8][c:9]2[c:10]([C:12](=[O:13])[Cl:14])[cH:11]1.[N-:30]=[N+:31]=[N-:32].[Na+:29].[O:37]1[CH2:38][CH2:39][O:40][CH2:41][CH2:42]1.[OH2:43]>>[Cl:1][c:2]1[n:3][c:4]2[cH:5][cH:6][cH:7][cH:8][c:9]2[c:10]([C:12](=[O:13])[N:30]=[N+:31]=[N-:32])[cH:11]1.